Dataset: the Open Reaction Database (ORD), a public repository of structured organic reaction records. Task: describe an organic reaction: reactants, conditions, products, and yield Reactants: COC([C@H](CC1=CC=C(C=C1)Br)NC(=O)C=1C=C(C=CC1O)C1=CC=C(C=C1)C(F)(F)F)=O (3-(4-bromo-phenyl)-2-(S)-[(4′-trifluoromethyl-4-hydroxy-biphenyl-3-carbonyl)-amino]-propionic acid methyl ester), [N+](=O)([O-])C1=CC=C(C=C1)B(O)O (4-nitrophenylboronic acid), C(=O)([O-])[O-].[Na+].[Na+] (Na2CO3). The reagents and catalysts are C=1C=CC(=CC1)[P](C=2C=CC=CC2)(C=3C=CC=CC3)[Pd]([P](C=4C=CC=CC4)(C=5C=CC=CC5)C=6C=CC=CC6)([P](C=7C=CC=CC7)(C=8C=CC=CC8)C=9C=CC=CC9)[P](C=1C=CC=CC1)(C=1C=CC=CC1)C=1C=CC=CC1 (Pd(PPh3)4). Run in COCCOC (DME). Run at temperature 80 celsius, time 4 hour. The product is COC([C@H](CC1=CC=C(C=C1)C1=CC=C(C=C1)[N+](=O)[O-])NC(=O)C=1C=C(C=CC1O)C1=CC=C(C=C1)C(F)(F)F)=O (2-(2S)-[(4-Hydroxy-4′-trifluoromethyl-biphenyl-3-carbonyl)-amino]-3-(4′-nitro-biphenyl-4-yl)-propionic acid methyl ester). Reaction SMILES: [CH3:1][O:2][C:3](=[O:33])[C@@H:4]([NH:13][C:14]([C:16]1[CH:17]=[C:18]([C:23]2[CH:28]=[CH:27][C:26]([C:29]([F:32])([F:31])[F:30])=[CH:25][CH:24]=2)[CH:19]=[CH:20][C:21]=1[OH:22])=[O:15])[CH2:5][C:6]1[CH:11]=[CH:10][C:9](Br)=[CH:8][CH:7]=1.[N+:34]([C:37]1[CH:42]=[CH:41][C:40](B(O)O)=[CH:39][CH:38]=1)([O-:36])=[O:35].C([O-])([O-])=O.[Na+].[Na+]>COCCOC.C1C=CC([P]([Pd]([P](C2C=CC=CC=2)(C2C=CC=CC=2)C2C=CC=CC=2)([P](C2C=CC=CC=2)(C2C=CC=CC=2)C2C=CC=CC=2)[P](C2C=CC=CC=2)(C2C=CC=CC=2)C2C=CC=CC=2)(C2C=CC=CC=2)C2C=CC=CC=2)=CC=1>[CH3:1][O:2][C:3](=[O:33])[C@@H:4]([NH:13][C:14]([C:16]1[CH:17]=[C:18]([C:23]2[CH:28]=[CH:27][C:26]([C:29]([F:32])([F:31])[F:30])=[CH:25][CH:24]=2)[CH:19]=[CH:20][C:21]=1[OH:22])=[O:15])[CH2:5][C:6]1[CH:11]=[CH:10][C:9]([C:40]2[CH:41]=[CH:42][C:37]([N+:34]([O-:36])=[O:35])=[CH:38][CH:39]=2)=[CH:8][CH:7]=1 |f:2.3.4,^1:61,63,82,101|. Procedure: To 0.05 g (0.1 mmol) of above resin-bound 3-(4-bromo-phenyl)-2-(S)-[(4′-trifluoromethyl-4-hydroxy-biphenyl-3-carbonyl)-amino]-propionic acid methyl ester in 2.0 mL of DME was added 50.1 mg (0.3 mmol) of 4-nitrophenylboronic acid, 30 mg (0.03 mmol) of Pd(PPh3)4, and 0.3 mL (0.6 mmol) of 2N Na2CO3 solution. The mixture was heated at 80° C. for 12 h. The resin was washed with H2O, DMF, MeOH, DCM three times of each and cleaved with TMSBr/TFA/DCM (1:1:5) at rt for 4 h. The residue obtained after rem... Reactants: CN(C)C=O, [H-], O=[N+]([O-])c1cccc(CCl)c1, [Na+], [Na+], COc1ccccc1COCCCOc1ccc(C2CCN(C(=O)OCc3ccccc3)CC2O)cc1, O=C([O-])O. Product: COc1ccccc1COCCCOc1ccc(C2CCN(C(=O)OCc3ccccc3)CC2OCc2cccc([N+](=O)[O-])c2)cc1. RXN SMILES: [CH3:56][N:57]([CH3:58])[CH:59]=[O:60].[H-:49].[N+:38](=[O:39])([O-:40])[c:41]1[cH:42][c:43]([CH2:44][Cl:45])[cH:46][cH:47][cH:48]1.[Na+:50].[Na+:51].[OH:1][CH:2]1[CH2:3][N:4]([C:28](=[O:29])[O:30][CH2:31][c:32]2[cH:33][cH:34][cH:35][cH:36][cH:37]2)[CH2:5][CH2:6][CH:7]1[c:8]1[cH:9][cH:10][c:11]([O:14][CH2:15][CH2:16][CH2:17][O:18][CH2:19][c:20]2[c:21]([O:26][CH3:27])[cH:22][cH:23][cH:24][cH:25]2)[cH:12][cH:13]1.[OH:52][C:53](=[O:54])[O-:55]>>[O:1]([CH:2]1[CH2:3][N:4]([C:28](=[O:29])[O:30][CH2:31][c:32]2[cH:33][cH:34][cH:35][cH:36][cH:37]2)[CH2:5][CH2:6][CH:7]1[c:8]1[cH:9][cH:10][c:11]([O:14][CH2:15][CH2:16][CH2:17][O:18][CH2:19][c:20]2[c:21]([O:26][CH3:27])[cH:22][cH:23][cH:24][cH:25]2)[cH:12][cH:13]1)[CH2:44][c:43]1[cH:42][c:41]([N+:38](=[O:39])[O-:40])[cH:48][cH:47][cH:46]1. Reactants: CO.C1=CC=CC=C1 (MeOH benzene), ice water, [Cl-] (chloride), C1=CC2=C(C=C1N)C(=O)OC23C4=C(C=C(C=C4)O)OC5=C3C=CC(=C5)O (fluoresceinamine), CO.C1=CC=CC=C1 (MeOH benzene). Run in N1=CC=CC=C1 (pyridine), C1CCOC1 (THF). The product is C=1C=CC(=C(C1)C2=C3C=CC(=O)C=C3OC4=C2C=CC(=C4)O)C(=O)O (fluorescein). RXN SMILES: [Cl-].[CH:2]1[C:7](N)=[CH:6][C:5]2[C:9]([O:11][C:12]3([C:22]4[CH:23]=[CH:24][C:25]([OH:27])=[CH:26][C:21]=4[O:20][C:14]4[CH:15]=[C:16]([OH:19])[CH:17]=[CH:18][C:13]3=4)[C:4]=2[CH:3]=1)=[O:10].CO.C1C=CC=CC=1>C1COCC1.N1C=CC=CC=1>[CH:2]1[CH:7]=[CH:6][C:5]([C:9]([OH:11])=[O:10])=[C:4]([C:12]2[C:13]3[CH:18]=[CH:17][C:16]([OH:19])=[CH:15][C:14]=3[O:20][C:21]3[C:22]=2[CH:23]=[CH:24][C:25]([CH:26]=3)=[O:27])[CH:3]=1 |f:2.3|. Procedure details: A solution of myristoryl chloride (2.18 g, 8.83 mmol) in THF was added to a solution of fluoresceinamine-isomer 1 from Aldrich Chemical Co. (3.07 g, 8.85 mmol) in dry pyridine (dried over basic alumina) dropwise with stirring at room temperature over a 12 hour period. TLC on silica with 20% MeOH/benzene showed conversion to a less polar product. The reaction was poured into ice water and the solid precipitate isolated by filtration to give 4 g of solid orange material Column chromatography with ... Reaction conditions: time 2.5 hour. The reactants are COC(=O)[C@@H]1CC[C@H](CC1)C(=O)OC (trans-1,4-cyclohexanedicarboxylic acid dimethyl ester), [H-].[Al+3].[Li+].[H-].[H-].[H-] (lithium aluminum hydride), ice water. Product: OC[C@@H]1CC[C@H](CC1)CO (trans-1,4-Bis(hydroxymethyl)cyclohexane). Isolated yield 99.7%. As a reaction SMILES: [H-].[Al+3].[Li+].[H-].[H-].[H-].C[O:8][C:9]([C@H:11]1[CH2:16][CH2:15][C@H:14]([C:17](OC)=[O:18])[CH2:13][CH2:12]1)=O>O1CCCC1>[OH:8][CH2:9][C@H:11]1[CH2:16][CH2:15][C@H:14]([CH2:17][OH:18])[CH2:13][CH2:12]1 |f:0.1.2.3.4.5|. Procedure details: Under argon stream, a suspension of 2.96 g of lithium aluminum hydride in 100 mL of anhydrous tetrahydrofuran was treated dropwise with a solution of 3.9 g of trans-1,4-cyclohexanedicarboxylic acid dimethyl ester in anhydrous tetrahydrofuran at −20° C., and stirred for 2.5 hours. The reaction solution was combined with ice water to complete the reaction, and the insolubles were filtered off through Celite. After drying over magnesium sulfate, the residue was concentrated to obtain 2.80 g of the ... Solvent: O1CCCC1 (tetrahydrofuran), O1CCCC1 (tetrahydrofuran). The reactants are C1(CC1)C(C=CC1=CC=C(C=C1)C)=O (1-cyclopropyl-3-(p-methylphenyl)prop-2-en-1-one), CO (methanol), [N+](=O)([O-])CC (nitroethane), [Na] (sodium). Yields the product C1(CC1)CC(C(C(C)[N+](=O)[O-])C1=CC=C(C=C1)C)=O (1-cyclopropyl-3-(p-methylphenyl)-4-nitropentanone). Reaction SMILES: [CH:1]1([C:4](=O)[CH:5]=[CH:6][C:7]2[CH:12]=[CH:11][C:10]([CH3:13])=[CH:9][CH:8]=2)[CH2:3][CH2:2]1.[N+:15]([CH2:18][CH3:19])([O-:17])=[O:16].[Na].C[OH:22]>>[CH:1]1([CH2:4][C:5](=[O:22])[CH:6]([C:7]2[CH:12]=[CH:11][C:10]([CH3:13])=[CH:9][CH:8]=2)[CH:18]([N+:15]([O-:17])=[O:16])[CH3:19])[CH2:3][CH2:2]1 |^1:19|. Procedure: The procedure of Example IX using 32.1 g of 1-cyclopropyl-3-(p-methylphenyl)prop-2-en-1-one, 16.5 ml of nitroethane and 2.1 g of sodium in 170 ml of methanol gives 32 g of 1-cyclopropyl-3-(p-methylphenyl)-4-nitropentanone which is used in the crude state for the remainder of the operations. The reactants are OCC1=CC(=C(C=C1)O)C (4-(hydroxymethyl)-2-methylphenol), C([O-])([O-])=O.[Cs+].[Cs+] (cesium carbonate), BrCC(=O)OCC (ethyl bromoacetate), resultant mixture. Solvent: C(C)#N (acetonitrile), O (water). The product is OCC1=CC(=C(OCC(=O)OCC)C=C1)C (Ethyl [4-(hydroxymethyl)-2-methylphenoxy]acetate). Yield: 96.2%. As a reaction SMILES: [OH:1][CH2:2][C:3]1[CH:8]=[CH:7][C:6]([OH:9])=[C:5]([CH3:10])[CH:4]=1.C(=O)([O-])[O-].[Cs+].[Cs+].Br[CH2:18][C:19]([O:21][CH2:22][CH3:23])=[O:20]>C(#N)C.O>[OH:1][CH2:2][C:3]1[CH:8]=[CH:7][C:6]([O:9][CH2:18][C:19]([O:21][CH2:22][CH3:23])=[O:20])=[C:5]([CH3:10])[CH:4]=1 |f:1.2.3|. Procedure: To a solution of 4-(hydroxymethyl)-2-methylphenol (7.95 g, 57 mmol) in dry acetonitrile (300 mL) at 5° C., was added cesium carbonate (20.42 g, 62 mmol) and ethyl bromoacetate (6.38 mL, 57 mmol). The resultant mixture was stirred for 3 h at 5° C. under nitrogen. The reaction mixture was diluted with water (500 mL), extracted with EtOAc (2×750 mL), dried (Na2SO4) and the solvents removed in vacuo to afford the title compound as a yellow oil (12.3 g). Reactants: [Br-], CCOC(=O)N1CCN(c2nc(C)nc3c2OCC(=O)N3)CC1, CCCC[N+](CCCC)(CCCC)CCCC, OCC1CO1, c1ccccc1. Product: CCOC(=O)N1CCN(c2nc(C)nc3c2OCC(=O)N3CC(O)CO)CC1. As a reaction SMILES: [Br-:29].[CH2:1]([CH3:2])[O:3][C:4](=[O:5])[N:6]1[CH2:7][CH2:8][N:9]([c:12]2[n:13][c:14]([CH3:23])[n:15][c:16]3[c:17]2[O:18][CH2:19][C:20](=[O:22])[NH:21]3)[CH2:10][CH2:11]1.[CH2:30]([N+:31]([CH2:32][CH2:33][CH2:34][CH3:35])([CH2:36][CH2:37][CH2:38][CH3:39])[CH2:40][CH2:41][CH2:42][CH3:43])[CH2:44][CH2:45][CH3:46].[O:24]1[CH:25]([CH2:26][OH:27])[CH2:28]1.[cH:47]1[cH:48][cH:49][cH:50][cH:51][cH:52]1>>[CH2:1]([CH3:2])[O:3][C:4](=[O:5])[N:6]1[CH2:7][CH2:8][N:9]([c:12]2[n:13][c:14]([CH3:23])[n:15][c:16]3[c:17]2[O:18][CH2:19][C:20](=[O:22])[N:21]3[CH2:28][CH:25]([OH:24])[CH2:26][OH:27])[CH2:10][CH2:11]1. The reactants are CON(C)C(=O)c1cccc(OCc2ccccc2)c1, C1CCOC1. Yields the product CON(C)C(=O)c1cccc(O)c1. Reaction SMILES: [CH2:1]([c:2]1[cH:3][cH:4][cH:5][cH:6][cH:7]1)[O:8][c:9]1[cH:10][c:11]([C:12](=[O:13])[N:14]([CH3:15])[O:16][CH3:17])[cH:18][cH:19][cH:20]1.[O:21]1[CH2:22][CH2:23][CH2:24][CH2:25]1>>[OH:8][c:9]1[cH:10][c:11]([C:12](=[O:13])[N:14]([CH3:15])[O:16][CH3:17])[cH:18][cH:19][cH:20]1.